This data is from the Open Reaction Database (ORD), a public repository of structured organic reaction records. The task is: describe an organic reaction: reactants, conditions, products, and yield Starting materials: CSC1=NCCCO1, [Cl-], [Cl-], COC(=O)C[N+](=O)[O-], [Zn+2]. Product: COC(=O)C(=C1NCCCO1)[N+](=O)[O-]. RXN SMILES: [CH3:1][S:2][C:3]1=[N:8][CH2:7][CH2:6][CH2:5][O:4]1.[Cl-:17].[Cl-:19].[N+:9](=[O:10])([O-:11])[CH2:12][C:13](=[O:14])[O:15][CH3:16].[Zn+2:18]>>[C:3]1(=[C:12]([N+:9](=[O:10])[O-:11])[C:13](=[O:14])[O:15][CH3:16])[O:4][CH2:5][CH2:6][CH2:7][NH:8]1. The reactants are C(C)(C)(C)C1=C(C(=CC(=C1)C)C(C)(C)C)O (2,6-di-tert-butyl-4-methylphenol), C(CCC)C(=C(CCCC)CCCC)[Sn] (tributylvinyl tin), COC(C1=CC(C(=O)N(CCC)C)=CC(=C1)Br)=O (5-bromo-N-methyl-N-propyl-isophthalamic acid methyl ester). Reagents/catalysts: C=1C=CC(=CC1)/C=C/C(=O)/C=C/C2=CC=CC=C2.C=1C=CC(=CC1)/C=C/C(=O)/C=C/C2=CC=CC=C2.C=1C=CC(=CC1)/C=C/C(=O)/C=C/C2=CC=CC=C2.[Pd].[Pd] (tris(dibenzylideneacetone)dipalladium). Run in C1(=CC=CC=C1)C (toluene). Product: COC(C1=CC(C(=O)N(CCC)C)=CC(=C1)C=C)=O (N-Methyl-N-propyl-5-vinyl-isophthalamic acid methyl ester). Yield: 70.0%. As a reaction SMILES: [CH3:1][O:2][C:3](=[O:18])[C:4]1[CH:16]=[C:15](Br)[CH:14]=[C:6]([C:7]([N:9]([CH3:13])[CH2:10][CH2:11][CH3:12])=[O:8])[CH:5]=1.[C:19](C1C=C(C)C=C(C(C)(C)C)C=1O)(C)(C)[CH3:20].C(C([Sn])=C(CCCC)CCCC)CCC>C1(C)C=CC=CC=1.C1C=CC(/C=C/C(/C=C/C2C=CC=CC=2)=O)=CC=1.C1C=CC(/C=C/C(/C=C/C2C=CC=CC=2)=O)=CC=1.C1C=CC(/C=C/C(/C=C/C2C=CC=CC=2)=O)=CC=1.[Pd].[Pd]>[CH3:1][O:2][C:3](=[O:18])[C:4]1[CH:16]=[C:15]([CH:19]=[CH2:20])[CH:14]=[C:6]([C:7]([N:9]([CH3:13])[CH2:10][CH2:11][CH3:12])=[O:8])[CH:5]=1 |f:4.5.6.7.8,^1:36|. Procedure details: Dissolve 5-bromo-N-methyl-N-propyl-isophthalamic acid methyl ester (2.7 g, 8.6 mmol) in toluene (16 mL) and place the solution under nitrogen. Add in sequence 2,6-di-tert-butyl-4-methylphenol (a few crystals), tetrakis(triphenylphosphine)palladium (0) (185 mg, 0.16 mmol), and tributylvinyl tin (3 g, 9.5 mmol) and reflux for 4 h. Filter though a filtering agent and concentrate. Add diethyl ether (70 mL) and 20% aqueous potassium fluoride (70 mL) and stir vigorously. Collect the diethyl ether laye... Starting materials: Cl.S1C(=CC=C1)C(=O)CN (N-[(2-thienylcarbonyl)methyl]amine hydrochloride), C([O-])(O)=O.[Na+] (sodium bicarbonate), C(C1=CC=CC=C1)(=O)Cl (benzoyl chloride). Product: C(C1=CC=CC=C1)(=O)NCC(=O)C=1SC=CC1 (N-benzoyl-N-[(2-thienylcarbonyl)methyl]amine). The yield is 94.0%. RXN SMILES: Cl.[S:2]1[CH:6]=[CH:5][CH:4]=[C:3]1[C:7]([CH2:9][NH2:10])=[O:8].C(=O)(O)[O-].[Na+].[C:16](Cl)(=[O:23])[C:17]1[CH:22]=[CH:21][CH:20]=[CH:19][CH:18]=1>>[C:16]([NH:10][CH2:9][C:7]([C:3]1[S:2][CH:6]=[CH:5][CH:4]=1)=[O:8])(=[O:23])[C:17]1[CH:22]=[CH:21][CH:20]=[CH:19][CH:18]=1 |f:0.1,2.3|. Procedure: 5 g of N-[(2-thienylcarbonyl)methyl]amine hydrochloride, 10 g of sodium bicarbonate and 3.9 g of benzoyl chloride are treated in the same manner as described in Preparation 1-(3). 6.4 g of N-benzoyl-N-[(2-thienylcarbonyl)methyl]amine are thereby obtained. Yield: 93.3% Starting materials: ClC=1C=CC(=NC1)[C@](CC1=CC=CC=C1)(C1=CC(=CC(=C1)OC(C(F)F)(F)F)F)NC(=O)[C@@H]1N(CC(C1)(F)F)C(=O)OC(C)(C)C ((R)-tert-butyl 2-((S)-1-(5-chloropyridin-2-yl)-1-(3-fluoro-5-(1,1,2,2-tetrafluoroethoxy)phenyl)-2-phenylethylcarbamoyl)-4,4-difluoropyrrolidine-1-carboxylate). Solvent: C(=O)(C(F)(F)F)O.C(Cl)Cl (TFA CH2Cl2). Conditions: time 8 hour. The product is ClC=1C=CC(=NC1)[C@](CC1=CC=CC=C1)(C1=CC(=CC(=C1)OC(C(F)F)(F)F)F)NC(=O)[C@@H]1NCC(C1)(F)F ((R)-N-((S)-1-(5-chloropyridin-2-yl)-1-(3-fluoro-5-(1,1,2,2-tetrafluoroethoxy)phenyl)-2-phenylethyl)-4,4-difluoropyrrolidine-2-carboxamide). The yield is 77.8%. As a reaction SMILES: [Cl:1][C:2]1[CH:3]=[CH:4][C:5]([C@@:8]([NH:30][C:31]([C@H:33]2[CH2:37][C:36]([F:39])([F:38])[CH2:35][N:34]2C(OC(C)(C)C)=O)=[O:32])([C:16]2[CH:21]=[C:20]([O:22][C:23]([F:28])([F:27])[CH:24]([F:26])[F:25])[CH:19]=[C:18]([F:29])[CH:17]=2)[CH2:9][C:10]2[CH:15]=[CH:14][CH:13]=[CH:12][CH:11]=2)=[N:6][CH:7]=1>C(O)(C(F)(F)F)=O.C(Cl)Cl>[Cl:1][C:2]1[CH:3]=[CH:4][C:5]([C@@:8]([NH:30][C:31]([C@H:33]2[CH2:37][C:36]([F:38])([F:39])[CH2:35][NH:34]2)=[O:32])([C:16]2[CH:21]=[C:20]([O:22][C:23]([F:28])([F:27])[CH:24]([F:25])[F:26])[CH:19]=[C:18]([F:29])[CH:17]=2)[CH2:9][C:10]2[CH:15]=[CH:14][CH:13]=[CH:12][CH:11]=2)=[N:6][CH:7]=1 |f:1.2|. Reported procedure: (R)-tert-butyl 2-((S)-1-(5-chloropyridin-2-yl)-1-(3-fluoro-5-(1,1,2,2-tetrafluoroethoxy)phenyl)-2-phenylethylcarbamoyl)-4,4-difluoropyrrolidine-1-carboxylate (33.9 mg, 0.05 mmol) was dissolved in a solution of TFA/CH2Cl2 (2 mL/2 mL) and the reaction mixture was stirred overnight. The solvent was removed and the residue dissolved in MeOH and purified by preparative HPLC (Phenoma Luna AXIA 100A, C18; mobile phase: MeCN/H2O/TFA) to yield (R)-N-((S)-1-(5-chloropyridin-2-yl)-1-(3-fluoro-5-(1,1,2,2-te... Reaction conditions: temperature 200 celsius. Procedure: To a solution of 2-chloro-4-trifluoromethyl-pyrimidine-5-carboxylic acid cyclohexylmethyl-amide (50 mg) in acetonitrile (0.5 ml) was added 3-aminobenzonitrile (92 mg, ex Aldrich) and the solution heated at 200° C. under microwave conditions for 45 minutes. Acetonitrile was removed under reduced pressure and ethyl acetate (5 ml) added. The solution was washed sequentially with 2N hydrochloric acid (2×3 ml) and water (3×3 ml), dried (MgSO4), evaporated and the residue purified using silica gel chr... Reaction SMILES: [CH:1]1([CH2:7][NH:8][C:9]([C:11]2[C:12]([C:18]([F:21])([F:20])[F:19])=[N:13][C:14](Cl)=[N:15][CH:16]=2)=[O:10])[CH2:6][CH2:5][CH2:4][CH2:3][CH2:2]1.[NH2:22][C:23]1[CH:24]=[C:25]([CH:28]=[CH:29][CH:30]=1)[C:26]#[N:27]>C(#N)C>[CH3:4][CH2:3][CH2:2][CH:1]([CH3:7])[CH3:6].[CH:1]1([CH2:7][NH:8][C:9]([C:11]2[C:12]([C:18]([F:21])([F:20])[F:19])=[N:13][C:14]([NH:22][C:23]3[CH:30]=[CH:29][CH:28]=[C:25]([C:26]#[N:27])[CH:24]=3)=[N:15][CH:16]=2)=[O:10])[CH2:6][CH2:5][CH2:4][CH2:3][CH2:2]1. Run in C(C)#N (acetonitrile). Yield: 118.0%. The reactants are C1(CCCCC1)CNC(=O)C=1C(=NC(=NC1)Cl)C(F)(F)F (2-chloro-4-trifluoromethyl-pyrimidine-5-carboxylic acid cyclohexylmethyl-amide), NC=1C=C(C#N)C=CC1 (3-aminobenzonitrile). The product is CCCC(C)C (isohexane), C1(CCCCC1)CNC(=O)C=1C(=NC(=NC1)NC1=CC(=CC=C1)C#N)C(F)(F)F (2-(3-Cyanophenylamino)-4-trifluoromethyl-pyrimidine-5-carboxylic acid cyclohexylmethyl-amide).